Dataset: the Open Reaction Database (ORD), a public repository of structured organic reaction records. Task: describe an organic reaction: reactants, conditions, products, and yield Starting materials: Cl.C1=C(C=CC2=CC=CC=C12)C(=O)CN1C=NC=C1 (1-[2-Naphthoylmethyl]imidazole hydrochloride), O.C1(=CC=C(C=C1)S(=O)(=O)O)C (p-toluenesulfonic acid monohydrate), C([O-])([O-])=O.[K+].[K+] (potassium carbonate), SCCO (2-mercaptoethanol). Run in C1(=CC=CC=C1)C (toluene), C1=CC=CC=C1 (benzene), C1(=CC=CC=C1)C (toluene). Reaction conditions: time 18 hour. The product is C=C.C1=C(C=CC2=CC=CC=C12)C(=O)CN1C=NC=C1 (1-[2-naphthoylmethyl]imidazole ethylene). Reaction SMILES: Cl.[CH:2]1[C:11]2[C:6](=[CH:7][CH:8]=[CH:9][CH:10]=2)[CH:5]=[CH:4][C:3]=1[C:12]([CH2:14][N:15]1[CH:19]=[CH:18][N:17]=[CH:16]1)=[O:13].O.C1(C)C=CC(S(O)(=O)=O)=CC=1.SCCO.C(=O)([O-])[O-].[K+].[K+]>C1(C)C=CC=CC=1.C1C=CC=CC=1>[CH2:2]=[CH2:3].[CH:2]1[C:11]2[C:6](=[CH:7][CH:8]=[CH:9][CH:10]=2)[CH:5]=[CH:4][C:3]=1[C:12]([CH2:14][N:15]1[CH:19]=[CH:18][N:17]=[CH:16]1)=[O:13] |f:0.1,2.3,5.6.7,10.11|. Reported procedure: 1-[2-Naphthoylmethyl]imidazole hydrochloride (540 mg) and p-toluenesulfonic acid monohydrate (570 mg) in toluene (10 ml) containing a little benzene are treated with 2-mercaptoethanol (4 ml). A pressure-equalized addition funnel filled with activated 4 A molecular sieves in toluene is placed above the flask as a modified Dean-Stark trap and the mixture heated under reflux with stirring for 18 hours. The resulting mixture is then added with stirring to excess aqueous potassium carbonate, the prod... Starting materials: [Al+3], CCC1(CC)Cc2cc(OC)c(Cl)c(Cl)c2C1=O, CCCCCCC, [Cl-], [Cl-], [Cl-]. The product is CCC1(CC)Cc2cc(O)c(Cl)c(Cl)c2C1=O. RXN SMILES: [Al+3:20].[CH2:1]([CH3:2])[C:3]1([CH2:17][CH3:18])[C:4](=[O:16])[c:5]2[c:6]([Cl:15])[c:7]([Cl:14])[c:8]([O:12][CH3:13])[cH:9][c:10]2[CH2:11]1.[CH3:23][CH2:24][CH2:25][CH2:26][CH2:27][CH2:28][CH3:29].[Cl-:19].[Cl-:21].[Cl-:22]>>[CH2:1]([CH3:2])[C:3]1([CH2:17][CH3:18])[C:4](=[O:16])[c:5]2[c:6]([Cl:15])[c:7]([Cl:14])[c:8]([OH:12])[cH:9][c:10]2[CH2:11]1. The reactants are CCI, [K+], [K+], O=C([O-])[O-], CN(C)C=O, OCc1cc(O)cc(O)c1. Product: CCOc1cc(O)cc(CO)c1. Reaction SMILES: [CH2:17]([CH3:18])[I:19].[K+:11].[K+:12].[O-:13][C:14]([O-:15])=[O:16].[O:20]=[CH:21][N:22]([CH3:23])[CH3:24].[OH:1][CH2:2][c:3]1[cH:4][c:5]([OH:10])[cH:6][c:7]([OH:9])[cH:8]1>>[OH:1][CH2:2][c:3]1[cH:4][c:5]([OH:10])[cH:6][c:7]([O:9][CH2:17][CH3:18])[cH:8]1. The reactants are CC1(C(=C(C1O)C1=CC=CC=C1)C1=CC=C(C=C1)S(=O)(=O)C)C (4,4-Dimethyl-3-(4-methylsulfonylphenyl)-2-phenyl-2-cyclobuten-1-ol), C(C)(C)N(CC)C(C)C (diisopropylethylamine), C(C(C)(C)C)(=O)Cl (pivaloyl chloride). The solvent is C(Cl)Cl (CH2Cl2). Conditions: time 1.5 hour. Product: CC1(C(=C(C1OC(C(C)(C)C)=O)C1=CC=CC=C1)C1=CC=C(C=C1)S(=O)(=O)C)C (4,4-Dimethyl-1-pivaloxy-3-(4-methylsulfonylphenyl)-2-phenyl-2-cyclobutene). Reaction SMILES: [CH3:1][C:2]1([CH3:23])[CH:5]([OH:6])[C:4]([C:7]2[CH:12]=[CH:11][CH:10]=[CH:9][CH:8]=2)=[C:3]1[C:13]1[CH:18]=[CH:17][C:16]([S:19]([CH3:22])(=[O:21])=[O:20])=[CH:15][CH:14]=1.C(N(C(C)C)CC)(C)C.[C:33](Cl)(=[O:38])[C:34]([CH3:37])([CH3:36])[CH3:35]>C(Cl)Cl>[CH3:1][C:2]1([CH3:23])[CH:5]([O:6][C:33](=[O:38])[C:34]([CH3:37])([CH3:36])[CH3:35])[C:4]([C:7]2[CH:8]=[CH:9][CH:10]=[CH:11][CH:12]=2)=[C:3]1[C:13]1[CH:14]=[CH:15][C:16]([S:19]([CH3:22])(=[O:21])=[O:20])=[CH:17][CH:18]=1. Reported procedure: To a solution of Example 62 (100 mg) in CH2Cl2 (1.5 mL) at r.t., was added diisopropylethylamine (105 μL) and pivaloyl chloride (70 μL). The mixture was stirred at r.t. for 1.5 hr and the solvents evaporated. The residue was purified by flash chromatography (silica gel; hexane/EtOAc (80:20)) to give the title compound as a yellow solid, m.p. 66°-67° C.